From a dataset of the Open Reaction Database (ORD), a public repository of structured organic reaction records. describe an organic reaction: reactants, conditions, products, and yield Reactants: CO, CCOC(=O)C=Cc1cnc2cc(CCc3nc(C(C)C)cs3)ccn2c1=O, [Li+], C1CCOC1, [OH-], O. Yields the product CC(C)c1csc(CCc2ccn3c(=O)c(C=CC(=O)O)cnc3c2)n1. Reaction SMILES: [CH3:36][OH:37].[CH:1]([CH3:2])([CH3:3])[c:4]1[n:5][c:6]([CH2:9][CH2:10][c:11]2[cH:12][c:13]3[n:14]([c:15](=[O:26])[c:16]([CH:19]=[CH:20][C:21](=[O:22])[O:23][CH2:24][CH3:25])[cH:17][n:18]3)[cH:27][cH:28]2)[s:7][cH:8]1.[Li+:29].[O:31]1[CH2:32][CH2:33][CH2:34][CH2:35]1.[OH-:30].[OH2:38]>>[CH:1]([CH3:2])([CH3:3])[c:4]1[n:5][c:6]([CH2:9][CH2:10][c:11]2[cH:12][c:13]3[n:14]([c:15](=[O:26])[c:16]([CH:19]=[CH:20][C:21](=[O:22])[OH:23])[cH:17][n:18]3)[cH:27][cH:28]2)[s:7][cH:8]1. Starting materials: COCCOC=1C=C(C=C(C1)C1=CC=C(C=C1)C)C(=O)OC (methyl 5-(2-methoxyethoxy)-4′-methylbiphenyl-3-carboxylate), [OH-].[Li+] (lithium hydroxide), Cl (HCl). Run in O1CCCC1 (tetrahydrofuran). Run at time 8 hour. Product: COCCOC=1C=C(C=C(C1)C1=CC=C(C=C1)C)C(=O)O (5-(2-Methoxyethoxy)-4′-methylbiphenyl-3-carboxylic acid). As a reaction SMILES: [CH3:1][O:2][CH2:3][CH2:4][O:5][C:6]1[CH:7]=[C:8]([C:19]([O:21]C)=[O:20])[CH:9]=[C:10]([C:12]2[CH:17]=[CH:16][C:15]([CH3:18])=[CH:14][CH:13]=2)[CH:11]=1.[OH-].[Li+].Cl>O1CCCC1>[CH3:1][O:2][CH2:3][CH2:4][O:5][C:6]1[CH:7]=[C:8]([C:19]([OH:21])=[O:20])[CH:9]=[C:10]([C:12]2[CH:17]=[CH:16][C:15]([CH3:18])=[CH:14][CH:13]=2)[CH:11]=1 |f:1.2|. Procedure details: To a stirred solution of methyl 5-(2-methoxyethoxy)-4′-methylbiphenyl-3-carboxylate (703 mg, 2.34 mmol) in tetrahydrofuran (40 mL) was added 2.5 M aqueous lithium hydroxide solution (9.6 mL, 24 mmol). After being stirred at room temperature overnight, the mixture was acidified to pH=5 by addition of 2N HCl and extracted with EtOAc. The organic layer was dried (Na2SO4) and concentrated to afford the title compound. 1H NMR (CD3OD, 400 MHz): 7.84 (t, 1H, J=1.6 Hz), 7.55-7.51 (m, 3H), 7.34 (t, 1H, J...